This data is from the Open Reaction Database (ORD), a public repository of structured organic reaction records. The task is: describe an organic reaction: reactants, conditions, products, and yield Reactants: C(C)(C)(C)OC(=O)NS(=O)(=O)N1C=CC(C=C1)=[N+](C)C (N-(1-(N-(tert-butoxycarbonyl)sulfamoyl)pyridin-4(1H)-ylidene)-N-methylmethanaminium), NCC1=CC=C(C=C1)C(C(=O)OCC)C (ethyl 2-(4-(aminomethyl)phenyl)propanoate). The solvent is ClCCl (dichloromethane), O (water). Reaction conditions: time 16 hour. The product is C(C)(C)(C)OC(=O)NS(=O)(=O)NCC1=CC=C(C=C1)C(C(=O)OCC)C (ethyl 2-(4-((N-(tert-butoxycarbonyl)sulfamoylamino)methyl)phenyl)propanoate). The yield is 50.9%. RXN SMILES: [C:1]([O:5][C:6]([NH:8][S:9](N1C=CC(=[N+](C)C)C=C1)(=[O:11])=[O:10])=[O:7])([CH3:4])([CH3:3])[CH3:2].[NH2:21][CH2:22][C:23]1[CH:28]=[CH:27][C:26]([CH:29]([CH3:35])[C:30]([O:32][CH2:33][CH3:34])=[O:31])=[CH:25][CH:24]=1>ClCCl.O>[C:1]([O:5][C:6]([NH:8][S:9]([NH:21][CH2:22][C:23]1[CH:24]=[CH:25][C:26]([CH:29]([CH3:35])[C:30]([O:32][CH2:33][CH3:34])=[O:31])=[CH:27][CH:28]=1)(=[O:11])=[O:10])=[O:7])([CH3:4])([CH3:2])[CH3:3]. Reported procedure: N-(1-(tert-butoxycarbonyl)sulfamoyl)pyridine-4(1H)-ylidene)-N-methylmethanaminium (A) (5.81 g, 19.32 mmol) was added to a suspension of ethyl 2-(4-(aminomethyl)phenyl)propanoate (4.0 g, 19.32 mmol) in dichloromethane (40 mL) at room temperature and stirred for 16 h. The reaction mixture was diluted with water (100 mL) and extracted with ethyl acetate (2×75 mL). Combined organic layer was washed with water (50 mL), brine (50 mL), dried over sodium sulfate and concentrated to get crude compound, w... Starting materials: ClC=1C(=CC(=NC1)F)I (5-chloro-2-fluoro-4-iodopyridine), CS(=O)C (DMSO), N[C@@H]1CC[C@H](CC1)O (trans-4-aminocyclohexanol), TEA. Solvent: C(C)(=O)OCC (ethyl acetate). Conditions: temperature 75 celsius, time 24 hour. Product: ClC=1C(=CC(=NC1)N[C@@H]1CC[C@H](CC1)O)I (trans-4-(5-chloro-4-iodopyridin-2-yl-amino)cyclohexanol). Yield: 91.3%. Reaction SMILES: [Cl:1][C:2]1[C:3]([I:9])=[CH:4][C:5](F)=[N:6][CH:7]=1.CS(C)=O.[NH2:14][C@H:15]1[CH2:20][CH2:19][C@H:18]([OH:21])[CH2:17][CH2:16]1>C(OCC)(=O)C>[Cl:1][C:2]1[C:3]([I:9])=[CH:4][C:5]([NH:14][C@H:15]2[CH2:20][CH2:19][C@H:18]([OH:21])[CH2:17][CH2:16]2)=[N:6][CH:7]=1. Procedure: To 5-chloro-2-fluoro-4-iodopyridine (600 mg, 2.331 mmol) was added DMSO (2.2 ml), trans-4-aminocyclohexanol (1074 mg, 9.32 mmol) and TEA (0.390 ml, 2.80 mmol). The resulting reaction mixture was stirred at 75° C. for 24 hr, followed by LCMS. The reaction mixture was cooled to room temperature, mixed with 150 ml of ethyl acetate, washed with saturated sodium bicarbonate (1×), water (1×), saturated salt solution (1×), dried over sodium sulfate, filtered and concentrated to yield a crude material. ... The reactants are C(C1=CC=CC=C1)C1=C(N=CO1)C(=O)OC (Methyl 5-benzyl-4-oxazolecarboxylate), [H-].[Al+3].[Li+].[H-].[H-].[H-] (lithium aluminium hydride). The solvent is O1CCCC1 (tetrahydrofuran). Yields the product C(C1=CC=CC=C1)C1=C(N=CO1)CO (5-benzyl-4-hydroxymethyloxazole). RXN SMILES: [CH2:1]([C:8]1[O:12][CH:11]=[N:10][C:9]=1[C:13](OC)=[O:14])[C:2]1[CH:7]=[CH:6][CH:5]=[CH:4][CH:3]=1.[H-].[Al+3].[Li+].[H-].[H-].[H-]>O1CCCC1>[CH2:1]([C:8]1[O:12][CH:11]=[N:10][C:9]=1[CH2:13][OH:14])[C:2]1[CH:3]=[CH:4][CH:5]=[CH:6][CH:7]=1 |f:1.2.3.4.5.6|. Reported procedure: Methyl 5-benzyl-4-oxazolecarboxylate is reduced with lithium aluminium hydride in tetrahydrofuran to give 5-benzyl-4-hydroxymethyloxazole, which on reaction with thionyl chloride is converted to 5-benzyl-4-chloromethyloxazole. Starting materials: CN(CCCN=C=NCC)C (1-(3-dimethylaminopropyl)-3-ethylcarbodiimide), NCC(O)C1=CC=CC=C1 (2-amino-1-phenylethanol), COC(CCCCCCC(=O)O)=O (suberic acid monomethyl ester), ON1N=NC2=C1C=CC=C2 (1-hydroxybenzotriazole). The solvent is C1CCOC1 (THF), C(C)(=O)OCC (ethyl acetate). Conditions: time 12 hour. Yields the product COC(CCCCCCC(NCC(C1=CC=CC=C1)O)=O)=O (7-(2-hydroxy-2-phenylethylcarbamoyl)heptanoic acid methyl ester). The yield is 92.1%. Reaction SMILES: CN(C)CCCN=C=NCC.[NH2:12][CH2:13][CH:14]([C:16]1[CH:21]=[CH:20][CH:19]=[CH:18][CH:17]=1)[OH:15].[CH3:22][O:23][C:24](=[O:34])[CH2:25][CH2:26][CH2:27][CH2:28][CH2:29][CH2:30][C:31](O)=[O:32].ON1C2C=CC=CC=2N=N1>C1COCC1.C(OCC)(=O)C>[CH3:22][O:23][C:24](=[O:34])[CH2:25][CH2:26][CH2:27][CH2:28][CH2:29][CH2:30][C:31](=[O:32])[NH:12][CH2:13][CH:14]([OH:15])[C:16]1[CH:21]=[CH:20][CH:19]=[CH:18][CH:17]=1. Reported procedure: Add 1-(3-dimethylaminopropyl)-3-ethylcarbodiimide (EDC) (8.5 g, 44.3 mL) to a solution of 2-amino-1-phenylethanol (5.0 g, 36.4 mmol), suberic acid monomethyl ester (6.85 g, 36.4 mmol) and 1-hydroxybenzotriazole (HOBt, 5.0 g, 37.0 mmol) in THF (200 mL) at room temperature under nitrogen. Stir the mixture for 12 hours. Dilute the mixture with ethyl acetate (600 mL), wash with 1N HCl (2×150 mL), brine (2×150 mL), NaHCO3 (2×150 mL) and brine (150 mL) solutions and dry over sodium sulfate. Remove the... The reactants are [N+](=O)([O-])C1=CC=C(C=C1)N1C(=NC=C1)C1=CC=NC=C1 (4-[1-(4-Nitro-phenyl)-1H-imidazol-2-yl]-pyridine), C(=O)([O-])[O-].[Na+].[Na+] (Na2CO3). The reagents and catalysts are [Fe] (iron). Solvent: CCO (EtOH), Cl (HCl). The product is N1=CC=C(C=C1)C=1N(C=CN1)C1=CC=C(C=C1)N (4-(2-Pyridin-4-yl-imidazol-1-yl)-phenylamine). As a reaction SMILES: [N+:1]([C:4]1[CH:9]=[CH:8][C:7]([N:10]2[CH:14]=[CH:13][N:12]=[C:11]2[C:15]2[CH:20]=[CH:19][N:18]=[CH:17][CH:16]=2)=[CH:6][CH:5]=1)([O-])=O.C([O-])([O-])=O.[Na+].[Na+]>CCO.Cl.[Fe]>[N:18]1[CH:17]=[CH:16][C:15]([C:11]2[N:10]([C:7]3[CH:8]=[CH:9][C:4]([NH2:1])=[CH:5][CH:6]=3)[CH:14]=[CH:13][N:12]=2)=[CH:20][CH:19]=1 |f:1.2.3|. Reported procedure: To a solution of 4-[1-(4-Nitro-phenyl)-1H-imidazol-2-yl]-pyridine (6.16 g, 23.0 mmol) in EtOH (75.0 mL) and 2N HCl (7.0 mL) is added iron powder (325 mesh, 17.40 g, 312 mmol) and refluxed for 1 h. The solution is then cooled to RT and Na2CO3 (4.87 g, 56.0 mmol) is added and the resultant suspension is filtered through a pad of celite (521). The filter cake is then washed with EtOH (100 mL) and the filtrate is concentrated under reduced pressure to a brown solid. The crude sample is then purified... Starting materials: OCCN(C1=CC(=C(C#N)C=C1)C(F)(F)F)CC(F)(F)F (4-[(2-hydroxyethyl)(2,2,2-trifluoroethyl)amino]-2-(trifluoromethyl)benzonitrile), OC=1C=CC(=NC1)C (5-hydroxy-2-methylpyridine). The product is CC1=CC=C(C=N1)OCCN(C1=CC(=C(C#N)C=C1)C(F)(F)F)CC(F)(F)F (4-[{2-[(6-Methyl-3-pyridinyl)oxy]ethyl}(2,2,2-trifluoroethyl)amino]-2-(trifluoromethyl)benzonitrile). As a reaction SMILES: [OH:1][CH2:2][CH2:3][N:4]([CH2:17][C:18]([F:21])([F:20])[F:19])[C:5]1[CH:12]=[CH:11][C:8]([C:9]#[N:10])=[C:7]([C:13]([F:16])([F:15])[F:14])[CH:6]=1.O[C:23]1[CH:24]=[CH:25][C:26]([CH3:29])=[N:27][CH:28]=1>>[CH3:29][C:26]1[N:27]=[CH:28][C:23]([O:1][CH2:2][CH2:3][N:4]([CH2:17][C:18]([F:19])([F:20])[F:21])[C:5]2[CH:12]=[CH:11][C:8]([C:9]#[N:10])=[C:7]([C:13]([F:15])([F:16])[F:14])[CH:6]=2)=[CH:24][CH:25]=1. Procedure: Synthesized as described in Example 27B from 4-[(2-hydroxyethyl)(2,2,2-trifluoroethyl)amino]-2-(trifluoromethyl)benzonitrile (Example 15B) and 5-hydroxy-2-methylpyridine using dry DME as the reaction solvent: MS (ESI) m/z 404 (M+1).